This data is from the Open Reaction Database (ORD), a public repository of structured organic reaction records. The task is: describe an organic reaction: reactants, conditions, products, and yield Reported procedure: Prepared according to the method described in Example 1 from methyl 5,6,7,8-tetrahydro-5-oxoisoquinoline-6-acetate hydrobromide and 3-chlorophenylhydrazine. Starting materials: Br.O=C1C=2C=CN=CC2CCC1CC(=O)OC (methyl 5,6,7,8-tetrahydro-5-oxoisoquinoline-6-acetate hydrobromide), ClC=1C=C(C=CC1)NN (3-chlorophenylhydrazine). Reaction SMILES: Br.O=[C:3]1[CH:12]([CH2:13][C:14]([O:16]C)=O)[CH2:11][CH2:10][C:9]2[CH:8]=[N:7][CH:6]=[CH:5][C:4]1=2.[Cl:18][C:19]1[CH:20]=[C:21]([NH:25][NH2:26])[CH:22]=[CH:23][CH:24]=1>>[Cl:18][C:19]1[CH:20]=[C:21]([N:25]2[C:14](=[O:16])[CH2:13][CH:12]3[C:3]([C:4]4[CH:5]=[CH:6][N:7]=[CH:8][C:9]=4[CH2:10][CH2:11]3)=[N:26]2)[CH:22]=[CH:23][CH:24]=1 |f:0.1|. Product: ClC=1C=C(C=CC1)N1N=C2C3=C(CCC2CC1=O)C=NC=C3 (2-(3-Chlorophenyl)-4,4a,5,6-tetrahydropyrido[3,4-h]cinnolin-3(2H)-one).